Dataset: the Open Reaction Database (ORD), a public repository of structured organic reaction records. Task: describe an organic reaction: reactants, conditions, products, and yield Starting materials: C1(CCCCC1)C[C@@H]([C@H](C[C@@H]1OCOC1(C)C)O)NC([C@@H](N(C([C@@H](NC(=O)N1CCCCC1)CC1=CC=CC=C1)=O)C)CC1=CNC=N1)=O ((4S)-4-[(2S,3S)-4-cyclohexyl-2-hydroxy-3-[[Nα-methyl-N α-(N-piperidinocarbonyl-L-phenylalanyl)-L-histidyl]amino]butyl]-5,5-dimethyl-1,3-dioxolane), C([C@H](O)[C@@H](O)C(=O)O)(=O)O (L-tartaric acid). Run in C(C)(=O)OCC (ethyl acetate), C(C)(=O)OCC (ethyl acetate), C(C)O (ethanol). Conditions: time 8 hour. Yields the product C(=O)(O)[C@H](O)[C@@H](O)C(=O)O.C1(CCCCC1)C[C@@H]([C@H](C[C@@H]1OCOC1(C)C)O)NC([C@@H](N(C([C@@H](NC(=O)N1CCCCC1)CC1=CC=CC=C1)=O)C)CC1=CNC=N1)=O ((4S)-4-[(2S,3S)-4-cyclohexyl-2-hydroxy-3-[[Nα-methyl-N α-(N-piperidinocarbonyl-L-phenylalanyl)-L-histidyl]amino]butyl]-5,5-dimethyl-1,3-dioxolane L-tartrate). Yield: 68.7%. RXN SMILES: [CH:1]1([CH2:7][C@H:8]([NH:19][C:20](=[O:49])[C@H:21]([CH2:43][C:44]2[N:48]=[CH:47][NH:46][CH:45]=2)[N:22]([CH3:42])[C:23](=[O:41])[C@H:24]([CH2:34][C:35]2[CH:40]=[CH:39][CH:38]=[CH:37][CH:36]=2)[NH:25][C:26]([N:28]2[CH2:33][CH2:32][CH2:31][CH2:30][CH2:29]2)=[O:27])[C@@H:9]([OH:18])[CH2:10][C@H:11]2[C:15]([CH3:17])([CH3:16])[O:14][CH2:13][O:12]2)[CH2:6][CH2:5][CH2:4][CH2:3][CH2:2]1.[C:50]([OH:59])(=[O:58])[C@@H:51]([C@H:53]([C:55]([OH:57])=[O:56])[OH:54])[OH:52]>C(OCC)(=O)C.C(O)C>[C:55]([C@@H:53]([C@H:51]([C:50]([OH:59])=[O:58])[OH:52])[OH:54])([OH:57])=[O:56].[CH:1]1([CH2:7][C@H:8]([NH:19][C:20](=[O:49])[C@H:21]([CH2:43][C:44]2[N:48]=[CH:47][NH:46][CH:45]=2)[N:22]([CH3:42])[C:23](=[O:41])[C@H:24]([CH2:34][C:35]2[CH:36]=[CH:37][CH:38]=[CH:39][CH:40]=2)[NH:25][C:26]([N:28]2[CH2:33][CH2:32][CH2:31][CH2:30][CH2:29]2)=[O:27])[C@@H:9]([OH:18])[CH2:10][C@H:11]2[C:15]([CH3:17])([CH3:16])[O:14][CH2:13][O:12]2)[CH2:6][CH2:5][CH2:4][CH2:3][CH2:2]1 |f:4.5|. Procedure details: The compound (300 mg) obtained in Example 1 was dissolved in ethyl acetate (4.5 ml) and a solution of L-tartaric acid (66 mg) in ethyl acetate (5 ml) and ethanol (0.5 ml) was dropwise added. After stirring overnight at room temperature, crystals were collected by filtration and dried under reduced pressure to give 251 mg of the title compound as white crystals (see Table 16). Reactants: [OH-].[Na+] (NaOH), C[C@H]1N(CCCC1)C1=C(C=C(C#N)C=C1)C(F)(F)F (4-[(2R)-2-methylpiperidin-1-yl]-3-(trifluoromethyl)benzonitrile), CO (MeOH), Cl (HCl). Run in O (water). Conditions: temperature 100 celsius. Yields the product C[C@H]1N(CCCC1)C1=C(C=C(C(=O)O)C=C1)C(F)(F)F (4-[(2R)-2-methylpiperidin-1-yl]-3-(trifluoromethyl)benzoic acid). Reaction SMILES: [CH3:1][C@@H:2]1[CH2:7][CH2:6][CH2:5][CH2:4][N:3]1[C:8]1[CH:15]=[CH:14][C:11]([C:12]#N)=[CH:10][C:9]=1[C:16]([F:19])([F:18])[F:17].[OH-:20].[Na+].Cl.C[OH:24]>O>[CH3:1][C@@H:2]1[CH2:7][CH2:6][CH2:5][CH2:4][N:3]1[C:8]1[CH:15]=[CH:14][C:11]([C:12]([OH:24])=[O:20])=[CH:10][C:9]=1[C:16]([F:19])([F:18])[F:17] |f:1.2|. Procedure details: 4-[(2R)-2-methylpiperidin-1-yl]-3-(trifluoromethyl)benzonitrile (1.40 g; 5.22 mmol; 1 eq.) was dissolved in MeOH (7 mL) to which was added NaOH (5 N solution in water, 7 mL). The reaction mixture was heated to 100° C. for 7 hours. The reaction mixture was acidified to pH 2 with 5N HCl solution in water. The resulting precipitate was filtered and washed with water to give a light brown solid. It was recrystallized from Et2O/cHex to give a beige solid. The reactants are ClCC1=NN=C(O1)C1=C2C=NN(C2=CC(=C1)C1=C2C=CNC2=CC=C1)S(=O)(=O)C1=CC=CC=C1 (4-[5-(Chloromethyl)-1,3,4-oxadiazol-2-yl]-6-(1H-indol-4-yl)-1-(phenylsulfonyl)-1H-indazole), CO (methanol), C([O-])([O-])=O.[K+].[K+] (potassium carbonate). Conditions: temperature 110 celsius. Product: N1C=CC2=C(C=CC=C12)C1=CC(=C2C=NNC2=C1)C=1OC(=NN1)COC (6-(1H-Indol-4-yl)-4-{5-[(methyloxy)methyl]-1,3,4-oxadiazol-2-yl}-1H-indazole). Isolated yield 17.0%. As a reaction SMILES: Cl[CH2:2][C:3]1[O:7][C:6]([C:8]2[CH:16]=[C:15]([C:17]3[CH:25]=[CH:24][CH:23]=[C:22]4[C:18]=3[CH:19]=[CH:20][NH:21]4)[CH:14]=[C:13]3[C:9]=2[CH:10]=[N:11][N:12]3S(C2C=CC=CC=2)(=O)=O)=[N:5][N:4]=1.CO.[C:37](=O)([O-])[O-:38].[K+].[K+]>>[NH:21]1[C:22]2[C:18](=[C:17]([C:15]3[CH:14]=[C:13]4[C:9]([CH:10]=[N:11][NH:12]4)=[C:8]([C:6]4[O:7][C:3]([CH2:2][O:38][CH3:37])=[N:4][N:5]=4)[CH:16]=3)[CH:25]=[CH:24][CH:23]=2)[CH:19]=[CH:20]1 |f:2.3.4|. Reported procedure: 4-[5-(Chloromethyl)-1,3,4-oxadiazol-2-yl]-6-(1H-indol-4-yl)-1-(phenylsulfonyl)-1H-indazole (25 mg, 0.051 mmol) was placed in methanol (1.5 ml, 37.1 mmol) and potassium carbonate (7.05 mg, 0.051 mmol) added. The mixture was heated under microwave irradiation at 110° C. for 20 mins. The solvent was removed and the residue purified by Mass Directed Automated Preparative HPLC to give the title compound as a white solid (3 mg). Starting materials: NC=O, O=CO, CC(=O)c1cccc(Nc2nccc(-c3cccnc3)n2)c1. Yields the product CC(NC=O)c1cccc(Nc2nccc(-c3cccnc3)n2)c1. As a reaction SMILES: [CH:23](=[O:24])[NH2:25].[CH:26]([OH:27])=[O:28].[n:1]1[cH:2][c:3](-[c:7]2[n:8][c:9]([NH:13][c:14]3[cH:15][c:16]([C:20]([CH3:21])=[O:22])[cH:17][cH:18][cH:19]3)[n:10][cH:11][cH:12]2)[cH:4][cH:5][cH:6]1>>[n:1]1[cH:2][c:3](-[c:7]2[n:8][c:9]([NH:13][c:14]3[cH:15][c:16]([CH:20]([CH3:21])[NH:25][CH:23]=[O:24])[cH:17][cH:18][cH:19]3)[n:10][cH:11][cH:12]2)[cH:4][cH:5][cH:6]1. Starting materials: CC(C(CC(=O)OCC)=O)CCC=C(CCC=C(C)C)C (ethyl 3,7,11-trimethyl-6,10-dodecadien-2-one-1-carboxylate), BrCC(=CCCC(=CCOC(C)=O)C)C (1-bromo-8-acetoxy-2,6-dimethyl-2,6-octadiene), ice water, [H-].[Na+] (sodium hydride). Solvent: CCOCC (ether), CCOCC (ether), CCOCC (ether). Product: CC(=CCO)CCC=C(CCC(C(CCC=C(CCC=C(C)C)C)C)=O)C (3,7,11,15,19-pentamethyl-2,6,14,18-eicosatetraen-10-on-1-ol). Yield: 96.2%. Reaction SMILES: [H-].[Na+].[CH3:3][CH:4]([CH2:13][CH2:14][CH:15]=[C:16]([CH3:23])[CH2:17][CH2:18][CH:19]=[C:20]([CH3:22])[CH3:21])[C:5](=[O:12])[CH2:6][C:7](OCC)=O.Br[CH2:25][C:26](C)=[CH:27][CH2:28][CH2:29][C:30]([CH3:37])=[CH:31][CH2:32][O:33]C(=O)C>CCOCC>[CH3:37][C:30]([CH2:29][CH2:28][CH:27]=[C:26]([CH3:25])[CH2:7][CH2:6][C:5](=[O:12])[CH:4]([CH3:3])[CH2:13][CH2:14][CH:15]=[C:16]([CH3:23])[CH2:17][CH2:18][CH:19]=[C:20]([CH3:21])[CH3:22])=[CH:31][CH2:32][OH:33] |f:0.1|. Procedure details: To a suspension of sodium hydride (2.64 g) in ether (70 ml), a solution of ethyl 3,7,11-trimethyl-6,10-dodecadien-2-one-1-carboxylate (14.7 g) in ether (15 ml) is dropwise added, and then a solution of 1-bromo-8-acetoxy-2,6-dimethyl-2,6-octadiene (15 g) in ether (15 ml) is dropwise added thereto while cooling with ice. The reaction mixture is poured into ice water. The ether layer is washed with water, dried and evaporated. The residue (24.8 g) is added to a solution of potassium hydroxide (8.4 ... The reactants are O1CCOCC1 (dioxane), Cl (hydrogen chloride), FC1(C(CCC1)NC(OC(C)(C)C)=O)C (tert-butyl 2-fluoro-2-methylcyclopentylcarbamate). Run in ClCCl (dichloromethane). Conditions: time 1.5 hour. Yields the product Cl.FC1(C(CCC1)N)C (2-fluoro-2-methylcyclopentanamine hydrochloride). Isolated yield 95.6%. As a reaction SMILES: O1CCOCC1.[ClH:7].[F:8][C:9]1([CH3:22])[CH2:13][CH2:12][CH2:11][CH:10]1[NH:14]C(=O)OC(C)(C)C>ClCCl>[ClH:7].[F:8][C:9]1([CH3:22])[CH2:13][CH2:12][CH2:11][CH:10]1[NH2:14] |f:4.5|. Reported procedure: A 4 M dioxane solution of hydrogen chloride (6.30 mL, 25.2 mmol) was added to a stirred solution of tert-butyl 2-fluoro-2-methylcyclopentylcarbamate (1.0954 g, 5.04 mmol, from Step 4) in dichloromethane (4 mL) at room temperature. After 1.5 h at room temperature, the solvent was evaporated to give 2-fluoro-2-methylcyclopentanamine hydrochloride (740 mg, 96% yield).